Dataset: the Open Reaction Database (ORD), a public repository of structured organic reaction records. Task: describe an organic reaction: reactants, conditions, products, and yield The reactants are C(=O)C1=CC=C(OCC(=O)OC(C)(C)C)C=C1 (tert-Butyl (4-formylphenoxy)acetate), FC1=CC=C(N)C=C1 (4-fluoroaniline). The solvent is C1(=CC=CC=C1)C (toluene). Yields the product FC1=CC=C(C=C1)N=CC1=CC=C(OCC(=O)OC(C)(C)C)C=C1 (tert-Butyl (4-{[(4-fluorophenyl)imino]methyl}phenoxy)acetate). Isolated yield 101.2%. RXN SMILES: [CH:1]([C:3]1[CH:17]=[CH:16][C:6]([O:7][CH2:8][C:9]([O:11][C:12]([CH3:15])([CH3:14])[CH3:13])=[O:10])=[CH:5][CH:4]=1)=O.[F:18][C:19]1[CH:25]=[CH:24][C:22]([NH2:23])=[CH:21][CH:20]=1>C1(C)C=CC=CC=1>[F:18][C:19]1[CH:25]=[CH:24][C:22]([N:23]=[CH:1][C:3]2[CH:17]=[CH:16][C:6]([O:7][CH2:8][C:9]([O:11][C:12]([CH3:15])([CH3:14])[CH3:13])=[O:10])=[CH:5][CH:4]=2)=[CH:21][CH:20]=1. Procedure details: tert-Butyl (4-formylphenoxy)acetate (21.6 g, 0.09 mol) was dissolved in dry toluene (150 ml) and 4-fluoroaniline (8.8 ml, 0.091 mol) was added. The mixture was refluxed in a Dean-Stark apparatus for 23 hours, cooled and concentrated under reduced pressure. Addition of hexane and concentration under reduced pressure afforded 30.0 g (quant. yield) of the title compound as an off-white solid. NMR (200 MHz): 1.5 (s, 9H), 4.6 (s, 2H), 7.0-7.2 (m, 6H), 7.8 (d, 2H), 8.4 (s, 1H). Product: CC(=O)CCc1cc(Cl)sc1Cl. RXN SMILES: [CH3:13][Li:14].[CH3:15][CH2:16][O:17][CH2:18][CH3:19].[Cl:1][c:2]1[s:3][c:4]([Cl:12])[cH:5][c:6]1[CH2:7][CH2:8][C:9](=[O:10])[OH:11]>>[Cl:1][c:2]1[s:3][c:4]([Cl:12])[cH:5][c:6]1[CH2:7][CH2:8][C:9](=[O:11])[CH3:13]. Starting materials: [Li]C, CCOCC, O=C(O)CCc1cc(Cl)sc1Cl. Reactants: ClCCl, C1CCOC1, O=c1ccc(N2CCC(CCCO)CC2)n[nH]1, O=S(Cl)Cl. Yields the product O=c1ccc(N2CCC(CCCCl)CC2)n[nH]1. RXN SMILES: [Cl:18][CH2:19][Cl:20].[O:25]1[CH2:26][CH2:27][CH2:28][CH2:29]1.[OH:1][CH2:2][CH2:3][CH2:4][CH:5]1[CH2:6][CH2:7][N:8]([c:11]2[cH:12][cH:13][c:14](=[O:17])[nH:15][n:16]2)[CH2:9][CH2:10]1.[S:21]([Cl:22])([Cl:23])=[O:24]>>[CH2:2]([CH2:3][CH2:4][CH:5]1[CH2:6][CH2:7][N:8]([c:11]2[cH:12][cH:13][c:14](=[O:17])[nH:15][n:16]2)[CH2:9][CH2:10]1)[Cl:18]. Starting materials: C(C1=CC=CC=C1)OC1=CC(=CC=2N1C=CN2)C2=CC=CC=C2 (5-(benzyloxy)-7-phenylimidazo[1,2-a]pyridine), C(C1=CC=CC=C1)OC1=CC(=CC=2N1C=CN2)C2=CC=CC=C2 (5-(benzyloxy)-7-phenylimidazo[1,2-a]pyridine), IN1C(CCC1=O)=O (N-iodosuccinimide). Solvent: C(C)(=O)OCC (ethyl acetate), C(C)#N (acetonitrile). Run at time 12 hour. Yields the product C(C1=CC=CC=C1)OC1=CC(=CC=2N1C(=CN2)I)C2=CC=CC=C2 (5-(benzyloxy)-3-iodo-7-phenylimidazo[1,2-a]pyridine). As a reaction SMILES: [CH2:1]([O:8][C:9]1[N:14]2[CH:15]=[CH:16][N:17]=[C:13]2[CH:12]=[C:11]([C:18]2[CH:23]=[CH:22][CH:21]=[CH:20][CH:19]=2)[CH:10]=1)[C:2]1[CH:7]=[CH:6][CH:5]=[CH:4][CH:3]=1.[I:24]N1C(=O)CCC1=O>C(#N)C.C(OCC)(=O)C>[CH2:1]([O:8][C:9]1[N:14]2[C:15]([I:24])=[CH:16][N:17]=[C:13]2[CH:12]=[C:11]([C:18]2[CH:23]=[CH:22][CH:21]=[CH:20][CH:19]=2)[CH:10]=1)[C:2]1[CH:3]=[CH:4][CH:5]=[CH:6][CH:7]=1. Reported procedure: To a solution of 5-(benzyloxy)-7-phenylimidazo[1,2-a]pyridine (Compound 11-1) (60 mg, 0.20 mmol) in acetonitrile (4 mL) was added N-iodosuccinimide (59 mg, 0.26 mmol) at room temperature. The reaction was stirred at room temperature for 12 h, diluted with ethyl acetate, and washed with 1N aqueous sodium hydroxide. The organic layer was separated, and the aqueous layer was back extracted one time with ethyl acetate. The combined organic layers were dried over sodium sulfate, filtered and concentr... Starting materials: COc1ccc(CN)cc1OC, Fc1ccc(F)c(C(Sc2ccc(Cl)cc2)c2cc(Cl)ncc2Cl)c1, C1COCCO1. Product: COc1ccc(CNc2cc(C(Sc3ccc(Cl)cc3)c3cc(F)ccc3F)c(Cl)cn2)cc1OC. Reaction SMILES: [CH3:26][O:27][c:28]1[cH:29][c:30]([CH2:31][NH2:32])[cH:33][cH:34][c:35]1[O:36][CH3:37].[Cl:1][c:2]1[n:3][cH:4][c:5]([Cl:25])[c:6]([CH:8]([c:9]2[c:10]([F:16])[cH:11][cH:12][c:13]([F:15])[cH:14]2)[S:17][c:18]2[cH:19][cH:20][c:21]([Cl:24])[cH:22][cH:23]2)[cH:7]1.[O:38]1[CH2:39][CH2:40][O:41][CH2:42][CH2:43]1>>[c:2]1([NH:32][CH2:31][c:30]2[cH:29][c:28]([O:27][CH3:26])[c:35]([O:36][CH3:37])[cH:34][cH:33]2)[n:3][cH:4][c:5]([Cl:25])[c:6]([CH:8]([c:9]2[c:10]([F:16])[cH:11][cH:12][c:13]([F:15])[cH:14]2)[S:17][c:18]2[cH:19][cH:20][c:21]([Cl:24])[cH:22][cH:23]2)[cH:7]1. Starting materials: FC(S(=O)(=O)OCCC1=CC=C(C=C1)OS(=O)(=O)C(F)(F)F)(F)F (4-(trifluoromethylsulfonyloxy)phenethyl trifluoromethansulfonate), OC1=CC=C(C=O)C=C1 (p-hydroxybenzaldehyde), C([O-])([O-])=O.[Cs+].[Cs+] (cesium carbonate). Run in C(C)#N (acetonitrile). Yields the product FC(S(=O)(=O)OC1=CC=C(C=C1)CCOC1=CC=C(C=C1)C=O)(F)F (4-[2-(4-formylphenoxy)ethyl]phenyl trifluoromethanesulfonate). Isolated yield 76.0%. RXN SMILES: FC(F)(F)S([O:6][CH2:7][CH2:8][C:9]1[CH:14]=[CH:13][C:12]([O:15][S:16]([C:19]([F:22])([F:21])[F:20])(=[O:18])=[O:17])=[CH:11][CH:10]=1)(=O)=O.O[C:26]1[CH:33]=[CH:32][C:29]([CH:30]=[O:31])=[CH:28][CH:27]=1.C(=O)([O-])[O-].[Cs+].[Cs+]>C(#N)C>[F:20][C:19]([F:22])([F:21])[S:16]([O:15][C:12]1[CH:13]=[CH:14][C:9]([CH2:8][CH2:7][O:6][C:26]2[CH:33]=[CH:32][C:29]([CH:30]=[O:31])=[CH:28][CH:27]=2)=[CH:10][CH:11]=1)(=[O:18])=[O:17] |f:2.3.4|. Reported procedure: A mixture of 0.85 g (2.11 mmole) of 4-(trifluoromethylsulfonyloxy)phenethyl trifluoromethansulfonate, 0.27 g (2.2 mmole) p-hydroxybenzaldehyde and 0.72 g (2.2 mmole) cesium carbonate in acetonitrile was stirred at room temperature over night. The salts were filtered off and the solvent evaporated in vacuo. Purification by chromatography on silica gel using dichloromethane as eluent gave 0.6 g (yield 75%) of 4-[2-(4-formylphenoxy)ethyl]phenyl trifluoromethanesulfonate.